The task is: describe an organic reaction: reactants, conditions, products, and yield. This data is from the Open Reaction Database (ORD), a public repository of structured organic reaction records. The reactants are C(C)(C)(C)OC(=O)N1[C@H](C(N(C(C1)C1=CC(=CC(=C1)F)F)CC(=O)O)=O)CC1CCCCCC1 (2-((3S)-4-(tert-butoxycarbonyl)-3-(cycloheptylmethyl)-6-(3,5-difluorophenyl)-2-oxopiperazin-1-yl)ethanoic acid), NC=1C=C2C[C@]3(C(NC4=NC=CC=C43)=O)CC2=CC1 ((R)-5-amino-1,3-dihydrospiro[inden-2,3′-pyrrol[2,3-b]pyridin]-2′(1′H)-one), Cl.C(C)N=C=NCCCN(C)C (1-ethyl-3-(3-dimethylaminopropyl)carbodiimide-hydrochloride), C=1C=CC2=C(C1)N=NN2O (HOBT), TEA. Solvent: CN(C)C=O (DMF). Reaction conditions: temperature 50 celsius, time 2 hour. Product: C1(CCCCCC1)C[C@H]1C(N(C(CN1)C1=CC(=CC(=C1)F)F)CC(=O)NC=1C=C2C[C@]3(C(NC4=NC=CC=C43)=O)CC2=CC1)=O (2-((3S)-3-(cycloheptylmethyl)-6-(3,5-difluorophenyl)-2-oxopiperazin-1-yl)-N-((R)-2′-oxo-1,1′,2′,3-tetrahydrospiro[inden-2,3′-pyrrol[2,3-b]pyridin]-5-yl)acetamide). As a reaction SMILES: C(OC([N:8]1[CH2:13][CH:12]([C:14]2[CH:19]=[C:18]([F:20])[CH:17]=[C:16]([F:21])[CH:15]=2)[N:11]([CH2:22][C:23](O)=[O:24])[C:10](=[O:26])[C@@H:9]1[CH2:27][CH:28]1[CH2:34][CH2:33][CH2:32][CH2:31][CH2:30][CH2:29]1)=O)(C)(C)C.[NH2:35][C:36]1[CH:37]=[C:38]2[C:51](=[CH:52][CH:53]=1)[CH2:50][C@:40]1([C:48]3[C:43](=[N:44][CH:45]=[CH:46][CH:47]=3)[NH:42][C:41]1=[O:49])[CH2:39]2.Cl.C(N=C=NCCCN(C)C)C.C1C=CC2N(O)N=NC=2C=1>CN(C=O)C>[CH:28]1([CH2:27][C@@H:9]2[NH:8][CH2:13][CH:12]([C:14]3[CH:15]=[C:16]([F:21])[CH:17]=[C:18]([F:20])[CH:19]=3)[N:11]([CH2:22][C:23]([NH:35][C:36]3[CH:37]=[C:38]4[C:51](=[CH:52][CH:53]=3)[CH2:50][C@:40]3([C:48]5[C:43](=[N:44][CH:45]=[CH:46][CH:47]=5)[NH:42][C:41]3=[O:49])[CH2:39]4)=[O:24])[C:10]2=[O:26])[CH2:29][CH2:30][CH2:31][CH2:32][CH2:33][CH2:34]1 |f:2.3|. Procedure details: 100 mg (0.21 mmol) 2-((3S)-4-(tert-butoxycarbonyl)-3-(cycloheptylmethyl)-6-(3,5-difluorophenyl)-2-oxopiperazin-1-yl)ethanoic acid, 58 mg (0.23 mmol) (R)-5-amino-1,3-dihydrospiro[inden-2,3′-pyrrol[2,3-b]pyridin]-2′(1′H)-one, 56 mg (0.29 mmol) 1-ethyl-3-(3-dimethylaminopropyl)carbodiimide-hydrochloride, 39 mg (0.29 mmol) HOBT, 0.03 ml (0.23 mmol) TEA and 1.50 ml DMF were stirred overnight at RT. The mixture was concentrated by rotary evaporation. The residue was combined with 15 ml of a 1.25M meth... Starting materials: CC=1N(C2=CC=C(C=C2C1)NS(=O)(=O)C(F)(F)F)CC(=O)O ((2-Methyl-5-trifluoromethanesulfonylamino-indol-1-yl)-acetic acid), Cl.COC(C1=CC=C(C=C1)CN)=O (methyl-4-(aminomethyl)benzoate hydrochloride). Product: CC=1N(C2=CC=C(C=C2C1)NS(=O)(=O)C(F)(F)F)CC(=O)NCC1=CC=C(C(=O)O)C=C1 (4-{[2-(2-Methyl-5-trifluoromethanesulfonylamino-indol-1-yl)-acetylamino]-methyl}-benzoic acid). Reaction SMILES: [CH3:1][C:2]1[N:3]([CH2:19][C:20](O)=[O:21])[C:4]2[C:9]([CH:10]=1)=[CH:8][C:7]([NH:11][S:12]([C:15]([F:18])([F:17])[F:16])(=[O:14])=[O:13])=[CH:6][CH:5]=2.Cl.C[O:25][C:26](=[O:35])[C:27]1[CH:32]=[CH:31][C:30]([CH2:33][NH2:34])=[CH:29][CH:28]=1>>[CH3:1][C:2]1[N:3]([CH2:19][C:20]([NH:34][CH2:33][C:30]2[CH:31]=[CH:32][C:27]([C:26]([OH:25])=[O:35])=[CH:28][CH:29]=2)=[O:21])[C:4]2[C:9]([CH:10]=1)=[CH:8][C:7]([NH:11][S:12]([C:15]([F:18])([F:16])[F:17])(=[O:14])=[O:13])=[CH:6][CH:5]=2 |f:1.2|. Procedure: Same procedure as Example 82 except (2-Methyl-5-trifluoromethanesulfonylamino-indol-1-yl)-acetic acid and methyl-4-(aminomethyl)benzoate hydrochloride was used. 1H-NMR (400 MHz, DMSO-d6) δ 12. 84 (s, 1H, COOH), 11.45 (s, 1H, SNH), 8.75 (t, J=6.4 Hz, 1H, NHCO), 7.89 (d, J=8.6 Hz, 2H, ArH), 7.3 (m, 4H, ArH, H-7, & H-4), 6.93 9dd, J=2, 8.5 Hz, 1H, H-6), 6.27 (s, 1H, H-3), 4.86 (s, 2H, CH2N-2), 4.37 (d, J=6.6 Hz, 2H, NCH2Ar), 2.35 (s, 3H, CH3), MS m/z 468 (M−H). The reactants are ClCCl, CC(C)=NO, C(=NC1CCCCC1)=NC1CCCCC1, CC(Oc1ccc(Oc2ccc(C(F)(F)F)cc2)cc1)C(=O)O. The product is CC(C)=NOC(=O)C(C)Oc1ccc(Oc2ccc(C(F)(F)F)cc2)cc1. As a reaction SMILES: [CH2:44]([Cl:45])[Cl:46].[CH3:24][C:25]([CH3:26])=[N:27][OH:28].[CH:29]1([N:30]=[C:31]=[N:32][CH:33]2[CH2:34][CH2:35][CH2:36][CH2:37][CH2:38]2)[CH2:39][CH2:40][CH2:41][CH2:42][CH2:43]1.[F:1][C:2]([c:3]1[cH:4][cH:5][c:6]([O:7][c:8]2[cH:9][cH:10][c:11]([O:12][CH:13]([C:14](=[O:15])[OH:16])[CH3:17])[cH:18][cH:19]2)[cH:20][cH:21]1)([F:22])[F:23]>>[F:1][C:2]([c:3]1[cH:4][cH:5][c:6]([O:7][c:8]2[cH:9][cH:10][c:11]([O:12][CH:13]([C:14](=[O:15])[O:16][N:27]=[C:25]([CH3:24])[CH3:26])[CH3:17])[cH:18][cH:19]2)[cH:20][cH:21]1)([F:22])[F:23]. Reactants: C(C1=CC=CC=C1)OC1=CC=C(C#N)C=C1 (4-benzyloxybenzonitrile), C1CCOC1 (THF), Cl (hydrogen chloride). Run in CO (methanol). Run at time 16 hour. Product: Cl.C(C1=CC=CC=C1)OC1=CC=C(C(OC)=N)C=C1 (methyl 4-benzyloxybenzimidate hydrochloride). RXN SMILES: [CH2:1]([O:8][C:9]1[CH:16]=[CH:15][C:12]([C:13]#[N:14])=[CH:11][CH:10]=1)[C:2]1[CH:7]=[CH:6][CH:5]=[CH:4][CH:3]=1.[ClH:17].C1C[O:21][CH2:20]C1>CO>[ClH:17].[CH2:1]([O:8][C:9]1[CH:10]=[CH:11][C:12]([C:13](=[NH:14])[O:21][CH3:20])=[CH:15][CH:16]=1)[C:2]1[CH:3]=[CH:4][CH:5]=[CH:6][CH:7]=1 |f:4.5|. Reported procedure: A solution of 560 mg of 4-benzyloxybenzonitrile in 16 ml of THF and 0.2 ml of methanol, cooled to 0° C., was saturated with hydrogen chloride and kept at 4° C. for 16 hours. The precipitate was filtered off, washed with diethyl ether and dried to give 357 mg of methyl 4-benzyloxybenzimidate hydrochloride, m.p. 179°-180° C. Starting materials: O[C@H](C1=CC=CC=C1)[C@H](CC(C)C)NC(=O)[C@@H]1[C@H](O1)C(=O)OCC (ethyl (2S,3S)-3-[[1-(S)-[α-(R)-hydroxybenzyl]-3-methylbutyl]carbamoyl]oxirane-2-carboxylate), C(C)(=O)OC(C)=O (acetic anhydride). Solvent: N1=CC=CC=C1 (pyridine). Reaction conditions: time 18 hour. Product: C(C)(=O)O[C@H](C1=CC=CC=C1)[C@H](CC(C)C)NC(=O)[C@@H]1[C@H](O1)C(=O)OCC (Ethyl (2S,3S)-3-[[1-(S)-[α-(R)-acetoxybenzyl]-3-methylbutyl]carbamoyl]oxirane-2-carboxylate), product. Isolated yield 79.0%. RXN SMILES: [OH:1][C@@H:2]([C@@H:9]([NH:14][C:15]([C@H:17]1[O:19][C@@H:18]1[C:20]([O:22][CH2:23][CH3:24])=[O:21])=[O:16])[CH2:10][CH:11]([CH3:13])[CH3:12])[C:3]1[CH:8]=[CH:7][CH:6]=[CH:5][CH:4]=1.[C:25](OC(=O)C)(=[O:27])[CH3:26]>N1C=CC=CC=1>[C:25]([O:1][C@@H:2]([C@@H:9]([NH:14][C:15]([C@H:17]1[O:19][C@@H:18]1[C:20]([O:22][CH2:23][CH3:24])=[O:21])=[O:16])[CH2:10][CH:11]([CH3:12])[CH3:13])[C:3]1[CH:4]=[CH:5][CH:6]=[CH:7][CH:8]=1)(=[O:27])[CH3:26]. Procedure details: In pyridine (0.6 mL) was dissolved ethyl (2S,3S)-3-[[1-(S)-[α-(R)-hydroxybenzyl]-3-methylbutyl]carbamoyl]oxirane-2-carboxylate (300 mg, 0.894 mmol.). To the resulting solution was added acetic anhydride (0.085 mL, 0.901 mol.) under chilling with ice. The mixture was stirred for 18 hours at room temperature, and extracted with ether (8 mL, 3 portions) after addition of water (10 mL). The organic portion was washed successively with water, 1N hydrochloric acid, and an aqueous saturated sodium chlo... The reactants are C1(=CC=CC=C1)P(OCC)([O-])C1=CC=CC=C1 (ethyl diphenylphosphonite), FC(CI)(F)F (2,2,2-trifluoroethyl iodide). Conditions: time 24 hour. The product is FC(CP(C1=CC=CC=C1)(C1=CC=CC=C1)=O)(F)F (2,2,2-Trifluoroethyldiphenylphosphine Oxide). Reaction SMILES: [C:1]1([PH:7]([C:12]2[CH:17]=[CH:16][CH:15]=[CH:14][CH:13]=2)([O-:11])OCC)[CH:6]=[CH:5][CH:4]=[CH:3][CH:2]=1.[F:18][C:19]([F:23])([F:22])[CH2:20]I>>[F:18][C:19]([F:23])([F:22])[CH2:20][P:7](=[O:11])([C:1]1[CH:2]=[CH:3][CH:4]=[CH:5][CH:6]=1)[C:12]1[CH:13]=[CH:14][CH:15]=[CH:16][CH:17]=1. Procedure details: A mixture of ethyl diphenylphosphonite (1.98 g; 5.8 mmol) and 2,2,2-trifluoroethyl iodide (6.1 g; 29 mmol) was stirred at room temperature under nitrogen for 24 hrs. The excess reagents were removed under vacuum. The residue was purified on silica gel using a 0-100% hexane-ethyl acetate gradient to give the target as a white powder (800 mg; 49%).